This data is from the Open Reaction Database (ORD), a public repository of structured organic reaction records. The task is: describe an organic reaction: reactants, conditions, products, and yield The reactants are BrC=1C=NC=C(C1)OC1=CC=C(C=C1)OC (3-bromo-5-(4-methoxyphenoxy)pyridine), C(C)(C)(C)OC(=O)N1[C@@H]2CN[C@H](C1)C2 ((1S,4S)-N-(tert-butoxycarbonyl)-2,5-diazabicyclo[2.2.1]heptane), C1(=CC=CC=C1)P(C1=C(C2=CC=CC=C2C=C1)C1=C(C=CC2=CC=CC=C12)P(C1=CC=CC=C1)C1=CC=CC=C1)C1=CC=CC=C1 (2,2′-bis(diphenylphosphino)-1,1′-binapthyl), CC(C)([O-])C.[Na+] (sodium tert-butoxide). The reagents and catalysts are C=1C=CC(=CC1)/C=C/C(=O)/C=C/C2=CC=CC=C2.C=1C=CC(=CC1)/C=C/C(=O)/C=C/C2=CC=CC=C2.C=1C=CC(=CC1)/C=C/C(=O)/C=C/C2=CC=CC=C2.[Pd].[Pd] (tris(dibenzylideneacetone)dipalladium(0)). Run in [Cl-].[Na+] (sodium chloride), C1(=CC=CC=C1)C (toluene). The product is COC1=CC=C(OC=2C=C(C=NC2)N2[C@@H]3CN([C@H](C2)C3)C(=O)OC(C)(C)C)C=C1 ((1S,4S)-2-(5-(4-Methoxyphenoxy)-3-pyridyl)-5-(tert-butoxycarbonyl)-2,5-diazabicyclo[2.2.1]heptane). RXN SMILES: Br[C:2]1[CH:3]=[N:4][CH:5]=[C:6]([O:8][C:9]2[CH:14]=[CH:13][C:12]([O:15][CH3:16])=[CH:11][CH:10]=2)[CH:7]=1.[C:17]([O:21][C:22]([N:24]1[CH2:29][C@@H:28]2[CH2:30][C@H:25]1[CH2:26][NH:27]2)=[O:23])([CH3:20])([CH3:19])[CH3:18].C1(P(C2C=CC=CC=2)C2C=CC3C(=CC=CC=3)C=2C2C3C(=CC=CC=3)C=CC=2P(C2C=CC=CC=2)C2C=CC=CC=2)C=CC=CC=1.CC(C)([O-])C.[Na+]>[Cl-].[Na+].C1C=CC(/C=C/C(/C=C/C2C=CC=CC=2)=O)=CC=1.C1C=CC(/C=C/C(/C=C/C2C=CC=CC=2)=O)=CC=1.C1C=CC(/C=C/C(/C=C/C2C=CC=CC=2)=O)=CC=1.[Pd].[Pd].C1(C)C=CC=CC=1>[CH3:16][O:15][C:12]1[CH:13]=[CH:14][C:9]([O:8][C:6]2[CH:7]=[C:2]([N:27]3[CH2:26][C@@H:25]4[CH2:30][C@H:28]3[CH2:29][N:24]4[C:22]([O:21][C:17]([CH3:20])([CH3:19])[CH3:18])=[O:23])[CH:3]=[N:4][CH:5]=2)=[CH:10][CH:11]=1 |f:3.4,5.6,7.8.9.10.11|. Reported procedure: In a sealed pressure tube under a argon atmosphere, 3-bromo-5-(4-methoxyphenoxy)pyridine (2.37 g, 1.20 mmol), (1S,4S)-N-(tert-butoxycarbonyl)-2,5-diazabicyclo[2.2.1]heptane (0.21 g, 1.00 mmol), tris(dibenzylideneacetone)dipalladium(0) (0.02 g, 0.02 mmol, 2,2′-bis(diphenylphosphino)-1,1′-binapthyl (0.025 g, 0.04 mmol), sodium tert-butoxide (0.20 g, 2.0 mmol) and toluene (12 mL) was stirred at 80° C. for 24 h. The reaction mixture was dissolved in saturated aqueous sodium chloride solution (20 mL)... Starting materials: ice water, CN1N=C(C(=C1OC(F)F)Cl)C1=C(C=C(C=C1)Cl)F (1-methyl-5-difluoromethoxy-4-chloro-3-(2-fluoro-4-chlorophenyl)pyrazole), [N+](=O)(O)[O-] (nitric acid), N1N=CC=C1 (pyrazole). The solvent is S(O)(O)(=O)=O (sulfuric acid). Conditions: temperature 0 celsius. The product is CN1N=C(C(=C1OC(F)F)Cl)C1=C(C=C(C(=C1)[N+](=O)[O-])Cl)F (1-methyl-5-difluoromethoxy-4-chloro-3-(2-fluoro-4-chloro-5-nitrophenyl)pyrazole). Yield: 97.3%. Reaction SMILES: [CH3:1][N:2]1[C:6]([O:7][CH:8]([F:10])[F:9])=[C:5]([Cl:11])[C:4]([C:12]2[CH:17]=[CH:16][C:15]([Cl:18])=[CH:14][C:13]=2[F:19])=[N:3]1.N1C=CC=N1.[N+:25]([O-])([OH:27])=[O:26]>S(=O)(=O)(O)O>[CH3:1][N:2]1[C:6]([O:7][CH:8]([F:10])[F:9])=[C:5]([Cl:11])[C:4]([C:12]2[CH:17]=[C:16]([N+:25]([O-:27])=[O:26])[C:15]([Cl:18])=[CH:14][C:13]=2[F:19])=[N:3]1. Reported procedure: A mixture of 18.0 grams (0.058 mole) of 1-methyl-5-difluoromethoxy-4-chloro-3-(2-fluoro-4-chlorophenyl)pyrazole and 120 mL of concentrated sulfuric acid was stirred, and when the pyrazole was dissolved, the solution was cooled to 0° C. To this was added dropwise 5.5 mL (0.074 mole) of 70% nitric acid at a rate to maintain the reaction mixture temperature below 3° C. Upon completion of addition the reaction mixture was allowed to warm to about 10° C. where it stirred for two hours. After this tim...